This data is from the Open Reaction Database (ORD), a public repository of structured organic reaction records. The task is: describe an organic reaction: reactants, conditions, products, and yield Starting materials: BrCC1=CC(=C(C=C1)OC)F (4-(bromomethyl)-2-fluoroanisole), C(CCCCC)N(CCCCCC)CCCCCC (trihexylamine), [C-]#N.[Na+] (sodium cyanide). Solvent: O (water). The product is FC=1C=C(C=CC1OC)CC#N (3-Fluoro-4-methoxyphenylacetonitrile). Reaction SMILES: Br[CH2:2][C:3]1[CH:8]=[CH:7][C:6]([O:9][CH3:10])=[C:5]([F:11])[CH:4]=1.[CH2:12]([N:18](CCCCCC)CCCCCC)CCCCC.[C-]#N.[Na+]>O>[F:11][C:5]1[CH:4]=[C:3]([CH2:2][C:12]#[N:18])[CH:8]=[CH:7][C:6]=1[O:9][CH3:10] |f:2.3|. Reported procedure: A mixture of 4-(bromomethyl)-2-fluoroanisole (45.8 g, 0.21 mol), trihexylamine (1.4 g) and sodium cyanide (20.5 g, 0.42 mol) in water (50 ml) is heated at 60°-65° C. for 18 hours. The mixture is cooled and extracted in its ether, washed with water, saturated sodium chloride solution and dried (CNa2SO4). Evaporation of the solvent gives a solid, (33.2 g): m.p. 42°-46° C. The reactants are ClC1=CC2=C(C(=N1)C=1C=NC=C(C1)Cl)N(C(=N2)C(=C)C2=NC=CC=C2F)C[C@@H]2CC[C@H](CC2)C (6-chloro-4-(5-chloropyridin-3-yl)-2-[1-(3-fluoropyridin-2-yl)ethenyl]-3-[(trans-4-methylcyclohexyl)methyl]-3H-imidazo[4,5-c]pyridine). Reagents/catalysts: [Pt](=O)=O (platinum(IV) oxide). Run in CCOC(=O)C (EtOAc). Reaction conditions: time 3 hour. Yields the product ClC1=CC2=C(C(=N1)C=1C=NC=C(C1)Cl)N(C(=N2)C(C)C2=NC=CC=C2F)C[C@@H]2CC[C@H](CC2)C (6-chloro-4-(5-chloropyridin-3-yl)-2-[1-(3-fluoropyridin-2-yl)ethyl]-3-[(trans-4-methylcyclohexyl)methyl]-3H-imidazo[4,5-c]pyridine). RXN SMILES: [Cl:1][C:2]1[N:7]=[C:6]([C:8]2[CH:9]=[N:10][CH:11]=[C:12]([Cl:14])[CH:13]=2)[C:5]2[N:15]([CH2:27][C@H:28]3[CH2:33][CH2:32][C@H:31]([CH3:34])[CH2:30][CH2:29]3)[C:16]([C:18]([C:20]3[C:25]([F:26])=[CH:24][CH:23]=[CH:22][N:21]=3)=[CH2:19])=[N:17][C:4]=2[CH:3]=1>CCOC(C)=O.[Pt](=O)=O>[Cl:1][C:2]1[N:7]=[C:6]([C:8]2[CH:9]=[N:10][CH:11]=[C:12]([Cl:14])[CH:13]=2)[C:5]2[N:15]([CH2:27][C@H:28]3[CH2:29][CH2:30][C@H:31]([CH3:34])[CH2:32][CH2:33]3)[C:16]([CH:18]([C:20]3[C:25]([F:26])=[CH:24][CH:23]=[CH:22][N:21]=3)[CH3:19])=[N:17][C:4]=2[CH:3]=1. Procedure details: To a stirred solution of 6-chloro-4-(5-chloropyridin-3-yl)-2-[1-(3-fluoropyridin-2-yl)ethenyl]-3-[(trans-4-methylcyclohexyl)methyl]-3H-imidazo[4,5-c]pyridine (530 mg, 1.07 mmol) in EtOAc (12 mL) was added platinum(IV) oxide (53 mg). The reaction was placed under a H2 atmosphere and stirred for 3 h. The reaction was filtered through celite, washing with MeOH, and the filtrate was concentrated. The residue was purified by silica gel chromatography (eluting with 38-50% EtOAc/petroleum ether) to yie... The reactants are ClCC([C@H](CSC1=CC=CC=C1)NC(OC)=O)=O (methyl [3-chloro-2-oxo-(R)-1-(phenylthiomethyl)-propyl]-carbamate), CC([O-])C.[Al+3].CC([O-])C.CC([O-])C (aluminium isopropoxide), Cl (hydrochloric acid). Solvent: C(C)(C)O (isopropanol). Reaction conditions: temperature 70 celsius, time 4 hour. Yields the product ClC[C@H]([C@H](CSC1=CC=CC=C1)NC(OC)=O)O (methyl (1R, 2S)-[3-chloro-2-hydroxy-1-(phenylthiomethyl)-propyl]-carbamate). As a reaction SMILES: CC(C)[O-].[Al+3].CC(C)[O-].CC(C)[O-].[Cl:14][CH2:15][C:16](=[O:31])[C@@H:17]([NH:26][C:27](=[O:30])[O:28][CH3:29])[CH2:18][S:19][C:20]1[CH:25]=[CH:24][CH:23]=[CH:22][CH:21]=1.Cl>C(O)(C)C>[Cl:14][CH2:15][C@@H:16]([OH:31])[C@@H:17]([NH:26][C:27](=[O:30])[O:28][CH3:29])[CH2:18][S:19][C:20]1[CH:25]=[CH:24][CH:23]=[CH:22][CH:21]=1 |f:0.1.2.3|. Procedure: To a suspension of 2.15 g aluminium isopropoxide in 35 ml of isopropanol were added 2.88 g of methyl [3-chloro-2-oxo-(R)-1-(phenylthiomethyl)-propyl]-carbamate and the suspension was stirred at 70° C./ 400 mbar for 4 hours. The mixture was cooled to 0° C., the pH was adjusted to 1 by adding hydrochloric acid and the isopropanol was evaporated. The suspension was filtered and the residue was recrystallized from toluene to give 2.18 g (75%) isomerically pure methyl (1R, 2S)-[3-chloro-2-hydroxy-1-(... Starting materials: C(=O)([O-])C(O)C(O)C(=O)[O-].[Na+].[K+] (potassium-sodium tartrate), C[Al](C)C (trimethylaluminium), [N+](=O)([O-])C=1C=C(N)C=CC1C (3-nitro-4-methyl-aniline), COC(C1=CC=C(C=C1)CN1CCN(CC1)C)=O (4-(4-methyl-piperazin-1-ylmethyl)-benzoic acid methyl ester). Run in C(Cl)Cl (methylene chloride), COC(C)(C)C (t-butyl methyl ether), C1(=CC=CC=C1)C (toluene). Reaction conditions: temperature 0 celsius, time 30 minute. The product is CC1=C(C=C(C=C1)NC(C1=CC=C(C=C1)CN1CCN(CC1)C)=O)[N+](=O)[O-] (N-(4-Methyl-3-nitro-phenyl)-4-(4-methyl-piperazin-1-ylmethyl)-benzamide). RXN SMILES: C[Al](C)C.[N+:5]([C:8]1[CH:9]=[C:10]([CH:12]=[CH:13][C:14]=1[CH3:15])[NH2:11])([O-:7])=[O:6].C[O:17][C:18](=O)[C:19]1[CH:24]=[CH:23][C:22]([CH2:25][N:26]2[CH2:31][CH2:30][N:29]([CH3:32])[CH2:28][CH2:27]2)=[CH:21][CH:20]=1.C(C(C(C([O-])=O)O)O)([O-])=O.[Na+].[K+]>C1(C)C=CC=CC=1.C(Cl)Cl.COC(C)(C)C>[CH3:15][C:14]1[CH:13]=[CH:12][C:10]([NH:11][C:18](=[O:17])[C:19]2[CH:20]=[CH:21][C:22]([CH2:25][N:26]3[CH2:27][CH2:28][N:29]([CH3:32])[CH2:30][CH2:31]3)=[CH:23][CH:24]=2)=[CH:9][C:8]=1[N+:5]([O-:7])=[O:6] |f:3.4.5|. Procedure: A solution of trimethylaluminium (2M in toluene, 1.3 ml, 2.6 mmol) is added over a period of 5 min to a solution of 3-nitro-4-methyl-aniline(152 mg, 1.00 mmol) and 4-(4-methyl-piperazin-1-ylmethyl)-benzoic acid methyl ester (248 mg, 1.00 mmol) in toluene (3.0 ml) at 45° C. under an atmosphere of argon. After gas evolution ceases, the dark brown reaction mixture is stirred 30 min before being cooled to 0° C. An aqueous saturated solution of potassium-sodium tartrate (20 ml), t-butyl methyl ether ... Reactants: FC(C(=O)O)(F)F (trifluoroacetic acid), C(C)(C)(C)C=1C=C(C=CC1)O (3-tert-butylphenol), C1N2CN3CN1CN(C2)C3 (HMTA). Run in O (water), O (water). Reaction conditions: temperature 80 celsius. The product is C(C)(C)(C)C=1C=C(C(C=O)=CC1)O (4-tert-butylsalicylaldehyde). Isolated yield 56.0%. As a reaction SMILES: F[C:2](F)(F)[C:3]([OH:5])=O.[C:8]([C:12]1[CH:13]=[C:14]([OH:18])C=[CH:16][CH:17]=1)([CH3:11])([CH3:10])[CH3:9].C1N2CN3CN(C2)CN1C3>O>[C:8]([C:12]1[CH:13]=[C:14]([OH:18])[C:2](=[CH:16][CH:17]=1)[CH:3]=[O:5])([CH3:11])([CH3:10])[CH3:9]. Reported procedure: A five liter three-neck round bottom flask equipped with overhead mechanical stirrer and condenser was charged with trifluoroacetic acid (2.4 L). A mixture of 3-tert-butylphenol (412 g, 2.8 mole) and HMTA (424 g, 3.0 mole) was added portion-wise causing an exotherm. With cooling, the temperature was maintained under 80° C. The reaction was heated at 80° C. for one hour, then cooled, and water (2 L) added. After 0.5 hour additional water (4 L) was added and the mixture was extracted with ethyl ac... Starting materials: COCCNCc1cccc(Br)c1, CC(C)(C)OC(=O)OC(C)(C)C, CN(C)c1ccncc1, ClCCl. Product: COCCN(Cc1cccc(Br)c1)C(=O)OC(C)(C)C. As a reaction SMILES: [Br:1][c:2]1[cH:3][c:4]([CH2:5][NH:6][CH2:7][CH2:8][O:9][CH3:10])[cH:11][cH:12][cH:13]1.[C:14]([CH3:15])([CH3:16])([CH3:17])[O:18][C:19]([O:20][C:22]([CH3:23])([CH3:24])[CH3:25])=[O:21].[CH3:29][N:30]([c:31]1[cH:32][cH:33][n:34][cH:35][cH:36]1)[CH3:37].[Cl:26][CH2:27][Cl:28]>>[Br:1][c:2]1[cH:3][c:4]([CH2:5][N:6]([CH2:7][CH2:8][O:9][CH3:10])[C:19]([O:18][C:14]([CH3:15])([CH3:16])[CH3:17])=[O:20])[cH:11][cH:12][cH:13]1.